Dataset: the Open Reaction Database (ORD), a public repository of structured organic reaction records. Task: describe an organic reaction: reactants, conditions, products, and yield Starting materials: [OH-].[K+] (potassium hydroxide), CS(=O)(=O)NC=1SC(=CN1)CC(=O)OCC (ethyl 2-methanesulfonamidothiazol-5-ylacetate), C(C)O (ethanol), Cl (hydrochloric acid). The product is CS(=O)(=O)NC1(SC=CN1)CC(=O)O (2-methanesulfonamidothiazol-2-ylacetic acid). RXN SMILES: [OH-:1].[K+].[CH3:3][S:4]([NH:7][C:8]1[S:9][C:10](CC(OCC)=O)=[CH:11][N:12]=1)(=[O:6])=[O:5].Cl.[CH2:20]([OH:22])[CH3:21]>>[CH3:3][S:4]([NH:7][C:8]1([CH2:21][C:20]([OH:1])=[O:22])[NH:12][CH:11]=[CH:10][S:9]1)(=[O:5])=[O:6] |f:0.1|. Procedure details: To a solution of 1 N potassium hydroxide aqueous solution (246 ml.) in ethanol (52 ml.) was added ethyl 2-methanesulfonamidothiazol-5-ylacetate (26 g.) over 1 minutes under ice-cooling and stirring, and the mixture was stirred for about 5 minutes to produce a homogeneous solution. The solution was further stirred for 5 minutes and adjusted to pH 2 with 10% hydrochloric acid under ice-cooling and then stirred for 20 minutes at the same temperature. The precipitated crystals were collected by filt... Reactants: ClC1=C(C=CC(=C1)Cl)C=1N2C(OC1C)=CC(=N2)C (3-(2,4-dichloro-phenyl)-2,6-dimethyl-pyrazolo[5,1-b]oxazole), F[B-](F)(F)F.O=[N+]=O (nitronium tetrafluoroborate), CCOCC (Et2O). The solvent is CC#N (MeCN). Conditions: time 3 hour. Product: ClC1=C(C=CC(=C1)Cl)C=1N2C(OC1C)=C(C(=N2)C)[N+](=O)[O-] (3-(2,4-Dichloro-phenyl)-2,6-dimethyl-7-nitro-pyrazolo[5,1-b]oxazole). RXN SMILES: [Cl:1][C:2]1[CH:7]=[C:6]([Cl:8])[CH:5]=[CH:4][C:3]=1[C:9]1[N:10]2[N:17]=[C:16]([CH3:18])[CH:15]=[C:11]2[O:12][C:13]=1[CH3:14].F[B-](F)(F)F.[O:24]=[N+:25]=[O:26].CCOCC>CC#N>[Cl:1][C:2]1[CH:7]=[C:6]([Cl:8])[CH:5]=[CH:4][C:3]=1[C:9]1[N:10]2[N:17]=[C:16]([CH3:18])[C:15]([N+:25]([O-:26])=[O:24])=[C:11]2[O:12][C:13]=1[CH3:14] |f:1.2|. Procedure details: To a solution of 3-(2,4-dichloro-phenyl)-2,6-dimethyl-pyrazolo[5,1-b]oxazole (Intermediate HE) (768 mg, 2.73 mmol) in MeCN (13 ml) is added nitronium tetrafluoroborate (0.5M solution in sulfolane, 6.6 ml, 3.3 mmol, 1.2 eq.). The dark orange reaction mixture is stirred at RT for 3 h then diluted into Et2O (150 ml) and washed successively with Na2CO3 1M in water (100 ml), water (100 ml) and brine (50 ml). The organic layer is dried over Na2SO4, filtered and concentrated to dryness under reduced pr... Starting materials: E2, FC=1C=C(C=C(C1)F)C1(CNCC1)O (3-(3,5-difluorophenyl)pyrrolidin-3-ol), C([O-])([O-])=O.[K+].[K+] (potassium carbonate), BrCC(C)C (1-bromo-2-methylpropane), C([O-])([O-])=O.[Na+].[Na+] (sodium carbonate). Run in C(C)#N (acetonitrile). Reaction conditions: time 5 hour. The product is FC=1C=C(C=C(C1)F)C1(CN(CC1)CC(C)C)O ((−)-3-(3,5-DIFLUOROPHENYL)-1-ISOBUTYLPYRROLIDIN-3-OL). The yield is 52.1%. As a reaction SMILES: [F:1][C:2]1[CH:3]=[C:4]([C:9]2([OH:14])[CH2:13][CH2:12][NH:11][CH2:10]2)[CH:5]=[C:6]([F:8])[CH:7]=1.C(=O)([O-])[O-].[K+].[K+].Br[CH2:22][CH:23]([CH3:25])[CH3:24].C(=O)([O-])[O-].[Na+].[Na+]>C(#N)C>[F:1][C:2]1[CH:3]=[C:4]([C:9]2([OH:14])[CH2:13][CH2:12][N:11]([CH2:22][CH:23]([CH3:25])[CH3:24])[CH2:10]2)[CH:5]=[C:6]([F:8])[CH:7]=1 |f:1.2.3,5.6.7|. Reported procedure: In a sealed tube a mixture of enantiomer E2 of 3-(3,5-difluorophenyl)pyrrolidin-3-ol (0.28 g, 1.45 mmol), acetonitrile (15 mL), potassium carbonate (0.4 g, 2.9 mmol) and 1-bromo-2-methylpropane (0.15 mL, 1.59 mmol) was stirred at ambient temperature for 5 h and then at 60° C. for 2 h. Aqueous sodium carbonate (10%, 5 mL) was added and the aqueous phase was extracted with ethyl acetate (2×50 mL). The combined organic phase was dried (Na2SO4) and evaporated. Purification by flash chromatography on... The reactants are CO, Cc1cc2c([N+](=O)[O-])cccc2c(C)n1. Yields the product Cc1cc2c(N)cccc2c(C)n1. Reaction SMILES: [CH3:16][OH:17].[CH3:1][c:2]1[n:3][c:4]([CH3:15])[cH:5][c:6]2[c:7]([N+:12]([O-:13])=[O:14])[cH:8][cH:9][cH:10][c:11]12>>[CH3:1][c:2]1[n:3][c:4]([CH3:15])[cH:5][c:6]2[c:7]([NH2:12])[cH:8][cH:9][cH:10][c:11]12. Yields the product CCOC(=O)c1cc2cc(C(=O)N3CCCC(N(C)C)C3)ccc2n1C(C)C. The reactants are O=C([O-])[O-], CCOC(=O)c1cc2cc(C(=O)N3CCCC(N(C)C)C3)ccc2[nH]1, CC#N, CC(C)CS(=O)(=O)[O-], [Cs+], [Cs+]. As a reaction SMILES: [C:34](=[O:35])([O-:36])[O-:37].[CH3:1][N:2]([CH:3]1[CH2:4][N:5]([C:9](=[O:10])[c:11]2[cH:12][c:13]3[cH:14][c:15]([C:20](=[O:21])[O:22][CH2:23][CH3:24])[nH:16][c:17]3[cH:18][cH:19]2)[CH2:6][CH2:7][CH2:8]1)[CH3:25].[CH3:40][C:41]#[N:42].[CH:26]([CH3:27])([CH3:28])[CH2:29][S:30]([O-:31])(=[O:32])=[O:33].[Cs+:38].[Cs+:39]>>[CH3:1][N:2]([CH:3]1[CH2:4][N:5]([C:9](=[O:10])[c:11]2[cH:12][c:13]3[cH:14][c:15]([C:20](=[O:21])[O:22][CH2:23][CH3:24])[n:16]([CH:26]([CH3:27])[CH3:28])[c:17]3[cH:18][cH:19]2)[CH2:6][CH2:7][CH2:8]1)[CH3:25]. RXN SMILES: [NH2:1][C:2]1[N:7]=[CH:6][C:5]([C:8]2[C:9]3[CH:36]=[C:35]([Cl:37])[CH:34]=[CH:33][C:10]=3[N:11]([CH2:24][C:25]3[CH:30]=[CH:29][C:28]([O:31][CH3:32])=[CH:27][CH:26]=3)[C:12](=[O:23])[CH:13]([CH2:15][C:16]3[CH:21]=[CH:20][CH:19]=[CH:18][C:17]=3[Cl:22])[N:14]=2)=[CH:4][CH:3]=1.[Cl-].[Al+3].[Cl-].[Cl-].C(OCC)(=O)C>C1(OC)C=CC=CC=1>[NH2:1][C:2]1[N:7]=[CH:6][C:5]([C:8]2[C:9]3[CH:36]=[C:35]([Cl:37])[CH:34]=[CH:33][C:10]=3[N:11]([CH2:24][C:25]3[CH:30]=[CH:29][C:28]([O:31][CH3:32])=[CH:27][CH:26]=3)[C:12](=[O:23])[CH:13]([CH2:15][C:16]3[CH:21]=[CH:20][CH:19]=[CH:18][C:17]=3[Cl:22])[N:14]=2)=[CH:4][CH:3]=1.[NH2:1][C:2]1[N:7]=[CH:6][C:5]([C:8]2[C:9]3[CH:36]=[C:35]([Cl:37])[CH:34]=[CH:33][C:10]=3[NH:11][C:12](=[O:23])[CH:13]([CH2:15][C:16]3[CH:21]=[CH:20][CH:19]=[CH:18][C:17]=3[Cl:22])[N:14]=2)=[CH:4][CH:3]=1 |f:1.2.3.4|. Reaction conditions: temperature 85 celsius, time 10 minute. The solvent is C1(=CC=CC=C1)OC (anisole). The reactants are NC1=CC=C(C=N1)C=1C2=C(N(C(C(N1)CC1=C(C=CC=C1)Cl)=O)CC1=CC=C(C=C1)OC)C=CC(=C2)Cl (5-(6-Aminopyridin-3-yl)-7-chloro-3-(2-chlorobenzyl)-1-(4-methoxybenzyl)-1H-benzo[e][1,4]diazepin-2(3H)-one), C(C)(=O)OCC (ethyl acetate), [Cl-].[Al+3].[Cl-].[Cl-] (aluminum chloride). Procedure: 5-(6-Aminopyridin-3-yl)-7-chloro-3-(2-chlorobenzyl)-1-(4-methoxybenzyl)-1H-benzo[e][1,4]diazepin-2(3H)-one was prepared following the procedure for the corresponding reaction in Example 12. 5-(6-Aminopyridin-3-yl)-7-chloro-3-(2-chlorobenzyl)-1-(4-methoxybenzyl)-1H-benzo[e][1,4]diazepin-2(3H)-one (175 mg, 0.33 mmol) was then dissolved in anhydrous anisole (4 mL), aluminum chloride (263 mg, 1.98 mmol) was added and the mixture was heated to 85° C. for one hour. The solution was cooled to ambient t... Yield: 166.5%. Product: NC1=CC=C(C=N1)C=1C2=C(N(C(C(N1)CC1=C(C=CC=C1)Cl)=O)CC1=CC=C(C=C1)OC)C=CC(=C2)Cl (5-(6-Aminopyridin-3-yl)-7-chloro-3-(2-chlorobenzyl)-1-(4-methoxybenzyl)-1H-benzo[e][1,4]diazepin-2(3H)-one), NC1=CC=C(C=N1)C=1C2=C(NC(C(N1)CC1=C(C=CC=C1)Cl)=O)C=CC(=C2)Cl (5-(6-aminopyridin-3-yl)-7-chloro-3-(2-chlorobenzyl)-1H-benzo[e][1,4]diazepin-2(3H)-one). The reactants are ClC=1N=C2N(C(C1)=O)CC[C@H](N2)C(F)(F)F ((8S)-2-chloro-8-trifluoromethyl-6,7,8,9-tetrahydropyrimido[1,2-a]pyrimidin-4-one), C([O-])([O-])=O.[Cs+].[Cs+] (cesium carbonate), Br.BrCC(=O)C1=C(N=CS1)C (2-bromo-1-(4-methylthiazol-5-yl)ethanone hydrobromide). Solvent: C(C)#N (acetonitrile). Conditions: time 15 minute. Product: ClC=1N=C2N(C(C1)=O)CC[C@H](N2CC(=O)C2=C(N=CS2)C)C(F)(F)F ((8S)-2-chloro-9-[2-(4-methylthiazol-5-yl)-2-oxoethyl]-8-trifluoromethyl-6,7,8,9-tetrahydropyrimido[1,2-a]pyrimidin-4-one). The yield is 81.8%. RXN SMILES: [Cl:1][C:2]1[N:3]=[C:4]2[NH:12][C@H:11]([C:13]([F:16])([F:15])[F:14])[CH2:10][CH2:9][N:5]2[C:6](=[O:8])[CH:7]=1.C(=O)([O-])[O-].[Cs+].[Cs+].Br.Br[CH2:25][C:26]([C:28]1[S:32][CH:31]=[N:30][C:29]=1[CH3:33])=[O:27]>C(#N)C>[Cl:1][C:2]1[N:3]=[C:4]2[N:12]([CH2:25][C:26]([C:28]3[S:32][CH:31]=[N:30][C:29]=3[CH3:33])=[O:27])[C@H:11]([C:13]([F:14])([F:15])[F:16])[CH2:10][CH2:9][N:5]2[C:6](=[O:8])[CH:7]=1 |f:1.2.3,4.5|. Procedure details: A suspension of 150 mg (0.591 mmol) of (8S)-2-chloro-8-trifluoromethyl-6,7,8,9-tetrahydropyrimido[1,2-a]pyrimidin-4-one and 578.13 mg (1.77 mmol) of cesium carbonate in 10 mL of acetonitrile is stirred for 15 minutes at room temperature. 213.64 mg (0.709 mmol) of 2-bromo-1-(4-methylthiazol-5-yl)ethanone hydrobromide are then added. After stirring overnight at room temperature, the reaction mixture is evaporated and the residue is taken up in water and extracted with ethyl acetate. The organic ph... The reactants are FC=1C(=C(C=C(C1)F)C=CC(=O)OCC)C=CC(=O)OCC (Ethyl 3-{3,5-difluoro-2-[2-(ethoxycarbonyl)vinyl]phenyl}acrylate). Reagents/catalysts: [Pd] (palladium on carbon). Solvent: C(C)(=O)OCC (ethyl acetate). Yields the product FC=1C(=C(C=C(C1)F)CCC(=O)OCC)CCC(=O)OCC (ethyl 3-{3,5-difluoro-2-[2-(ethoxycarbonyl)ethyl]phenyl}propionate). The yield is 121.7%. As a reaction SMILES: [F:1][C:2]1[C:3]([CH:16]=[CH:17][C:18]([O:20][CH2:21][CH3:22])=[O:19])=[C:4]([CH:9]=[CH:10][C:11]([O:13][CH2:14][CH3:15])=[O:12])[CH:5]=[C:6]([F:8])[CH:7]=1>C(OCC)(=O)C.[Pd]>[F:1][C:2]1[C:3]([CH2:16][CH2:17][C:18]([O:20][CH2:21][CH3:22])=[O:19])=[C:4]([CH2:9][CH2:10][C:11]([O:13][CH2:14][CH3:15])=[O:12])[CH:5]=[C:6]([F:8])[CH:7]=1. Procedure details: Ethyl 3-{3,5-difluoro-2-[2-(ethoxycarbonyl)vinyl]phenyl}acrylate (5.7 g, 18.4 mmol) in 250 mL of ethyl acetate was hydrogenated at 60 psi over 10% palladium on carbon (0.57 g) for 4 hours and then the mixture was filtered through Celite. Evaporation of the solvent gave ethyl 3-{3,5-difluoro-2-[2-(ethoxycarbonyl)ethyl]phenyl}propionate (5.73 g, 22.4 mmol) as a colorless oil. Reactants: C(CC)C1=C(C=CC=2CCC(OC21)(CCC(=O)OCC)CCC(=O)OCC)O (diethyl 3,4-dihydro-8-propyl-7-hydroxy-2H-1-benzopyran-2,2-dipropanoate), C(C)(=O)O (acetic acid). Reagents/catalysts: [Cl-].[Zn+2].[Cl-] (zinc chloride). Run at time 6 hour. The product is C(C)(=O)C=1C(=C(C2=C(CCC(O2)(CCC(=O)OCC)CCC(=O)OCC)C1)CCC)O (diethyl 6-acetyl-3,4-dihydro-8-propyl-7-hydroxy-2H-1-benzopyran-2,2-dipropanoate). Reaction SMILES: [CH2:1]([C:4]1[C:13]2[O:12][C:11]([CH2:21][CH2:22][C:23]([O:25][CH2:26][CH3:27])=[O:24])([CH2:14][CH2:15][C:16]([O:18][CH2:19][CH3:20])=[O:17])[CH2:10][CH2:9][C:8]=2[CH:7]=[CH:6][C:5]=1[OH:28])[CH2:2][CH3:3].[C:29](O)(=[O:31])[CH3:30]>[Cl-].[Zn+2].[Cl-]>[C:29]([C:6]1[C:5]([OH:28])=[C:4]([CH2:1][CH2:2][CH3:3])[C:13]2[O:12][C:11]([CH2:14][CH2:15][C:16]([O:18][CH2:19][CH3:20])=[O:17])([CH2:21][CH2:22][C:23]([O:25][CH2:26][CH3:27])=[O:24])[CH2:10][CH2:9][C:8]=2[CH:7]=1)(=[O:31])[CH3:30] |f:2.3.4|. Reported procedure: To a solution of 790 mg (2.01 mmol) of the title product of Example 44 in 4 ml of acetic acid was added 547 mg (4.02 mmol) of anhydrous zinc chloride. The mixture was stirred for six hours at reflux, and then permitted to cool. The mixture was partitioned between ethyl acetate and dilute hydrochloric acid. The aqueous layer was further extracted with two portions of ethyl acetate. The combined organic extracts were washed successively with five portions of aqueous sodium bicarbonate, water, and ...